From a dataset of the Open Reaction Database (ORD), a public repository of structured organic reaction records. describe an organic reaction: reactants, conditions, products, and yield The product is CN(C1=CC2=C(SC(=C2)/C=C/C=C/C(=O)O)C=C1)C ((2E,4E)-5-(5-Dimethylaminobenzo[b]thiophen-2-yl)-penta-2,4-dienoic acid). Run in O (water), C1CCOC1 (THF). The yield is 74.6%. Conditions: temperature 20 celsius, time 2 hour. Starting materials: Cl (hydrochloric acid), C(C)OC(\C=C\C=C\C1=CC2=C(S1)C=CC(=C2)N(C)C)=O ((2E,4E)-5-(5-dimethylaminobenzo[b]thiophen-2-yl)-penta-2,4-dienoic acid ethyl ester), NO (hydroxylamine), [OH-].[K+] (potassium hydroxide), CO (methanol). Procedure details: To a solution of (2E,4E)-5-(5-dimethylaminobenzo[b]thiophen-2-yl)-penta-2,4-dienoic acid ethyl ester (540 mg, 1.8 mmol) in dry THF (10 mL) was added at 0° C. an aqueous solution of hydroxylamine (50%, 1.1 mL, 16.6 mmol). To this mixture was added a solution of potassium hydroxide in methanol (2.9 mL, 1M, 2.9 mmol) over a period of 40 minutes at 0° C. The mixture was stirred at 20° C. for 2 hours, and water (10 mL) was then added. The solution was acidified to pH 5 by addition of concentrated hyd... As a reaction SMILES: C([O:3][C:4](=[O:21])/[CH:5]=[CH:6]/[CH:7]=[CH:8]/[C:9]1[S:13][C:12]2[CH:14]=[CH:15][C:16]([N:18]([CH3:20])[CH3:19])=[CH:17][C:11]=2[CH:10]=1)C.NO.[OH-].[K+].CO.Cl>C1COCC1.O>[CH3:20][N:18]([CH3:19])[C:16]1[CH:15]=[CH:14][C:12]2[S:13][C:9](/[CH:8]=[CH:7]/[CH:6]=[CH:5]/[C:4]([OH:21])=[O:3])=[CH:10][C:11]=2[CH:17]=1 |f:2.3|. The reactants are NC1=NC=2C=C(C=CC2C2=C1N=C(N2CC(C)(C)O)COC)CCCNS(=O)(=O)C (N-{3-[4-amino-1-(2-hydroxy-2-methylpropyl)-2-(methoxymethyl)-1H-imidazo[4,5-c]quinolin-7-yl]propyl}methanesulfonamide). Run in ClCCl (dichloromethane). Reaction conditions: time 18 hour. Yields the product NC1=NC=2C=C(C=CC2C2=C1N=C(N2CC(C)(C)O)CO)CCCNS(=O)(=O)C (N-{3-[4-amino-2-(hydroxymethyl)-1-(2-hydroxy-2-methylpropyl)-1H-imidazo[4,5-c]quinolin-7-yl]propyl}methanesulfonamide). The yield is 53.2%. RXN SMILES: [NH2:1][C:2]1[C:11]2[N:12]=[C:13]([CH2:20][O:21]C)[N:14]([CH2:15][C:16]([OH:19])([CH3:18])[CH3:17])[C:10]=2[C:9]2[CH:8]=[CH:7][C:6]([CH2:23][CH2:24][CH2:25][NH:26][S:27]([CH3:30])(=[O:29])=[O:28])=[CH:5][C:4]=2[N:3]=1>ClCCl>[NH2:1][C:2]1[C:11]2[N:12]=[C:13]([CH2:20][OH:21])[N:14]([CH2:15][C:16]([OH:19])([CH3:18])[CH3:17])[C:10]=2[C:9]2[CH:8]=[CH:7][C:6]([CH2:23][CH2:24][CH2:25][NH:26][S:27]([CH3:30])(=[O:29])=[O:28])=[CH:5][C:4]=2[N:3]=1. Reported procedure: A solution of N-{3-[4-amino-1-(2-hydroxy-2-methylpropyl)-2-(methoxymethyl)-1H-imidazo[4,5-c]quinolin-7-yl]propyl}methanesulfonamide (630 mg, 1.45 mmol) in dichloromethane (125 mL) was sealed with a septum and purged with nitrogen gas. A 1.0 M solution of boron tribromide in dichloromethane (7.3 mL) was added via syringe. The resulting mixture was stirred for 18 hours. Methanol (50 mL) was added and the solution was concentrated under reduced pressure. The resulting solid was dissolved in a 2.0 M...